This data is from the Open Reaction Database (ORD), a public repository of structured organic reaction records. The task is: describe an organic reaction: reactants, conditions, products, and yield The reactants are COCOc1cccnc1Br, [Li]CCCC, CCOCC, CCCCCC, [Li], O=Cc1ccc([N+](=O)[O-])cc1, C1CCOC1, O. The product is COCOc1cccnc1C(O)c1ccc([N+](=O)[O-])cc1. Reaction SMILES: [Br:1][c:2]1[n:3][cH:4][cH:5][cH:6][c:7]1[O:8][CH2:9][O:10][CH3:11].[CH2:12]([Li:13])[CH2:14][CH2:15][CH3:16].[CH2:29]([O:30][CH2:31][CH3:32])[CH3:33].[CH3:34][CH2:35][CH2:36][CH2:37][CH2:38][CH3:39].[Li:17].[N+:18](=[O:19])([O-:20])[c:21]1[cH:22][cH:23][c:24]([CH:25]=[O:26])[cH:27][cH:28]1.[O:40]1[CH2:41][CH2:42][CH2:43][CH2:44]1.[OH2:45]>>[c:2]1([CH:25]([c:24]2[cH:23][cH:22][c:21]([N+:18](=[O:19])[O-:20])[cH:28][cH:27]2)[OH:26])[n:3][cH:4][cH:5][cH:6][c:7]1[O:8][CH2:9][O:10][CH3:11]. Reactants: [N+](=O)(O)[O-] (nitric acid), S(O)(O)(=O)=O (sulfuric acid), FC=1C=CC=C2C=CC=NC12 (8-fluoroquinoline). Solvent: O (water). Reaction conditions: time 30 minute. Product: [N+](=O)([O-])C1=C2C=CC=NC2=C(C=C1)F (5-nitro-8-fluoro-quinoline). Reaction SMILES: [N+:1]([O-:4])(O)=[O:2].S(=O)(=O)(O)O.[F:10][C:11]1[CH:12]=[CH:13][CH:14]=[C:15]2[C:20]=1[N:19]=[CH:18][CH:17]=[CH:16]2>O>[N+:1]([C:14]1[CH:13]=[CH:12][C:11]([F:10])=[C:20]2[C:15]=1[CH:16]=[CH:17][CH:18]=[N:19]2)([O-:4])=[O:2]. Procedure details: 15 ml of nitric acid were added with stirring at -5° C. to 30 ml of concentrated sulfuric acid and then 16 g of 8-fluoroquinoline were added thereto with stirring over 30 minutes at -5° to 0° C. The mixture was stirred at 0° C. for three hours and was then allowed to return to room temperature. The mixture was stirred at room temperature for two hours and was then poured into a mixture of water and ice. The mixture was vacuum filtered and the product was suspended in water. The mixture was made ... The reactants are [Li]CCCC, CC(C)COc1ccccc1C=O, COC[P+](c1ccccc1)(c1ccccc1)c1ccccc1, CCCCCC, CCOC(C)=O, CC(C)NC(C)C, [Cl-], C1CCOC1, C1COCCO1, O, O=S(=O)(O)O. Product: CC(C)COc1ccccc1CC=O. RXN SMILES: [CH2:31]([Li:32])[CH2:33][CH2:34][CH3:35].[CH2:36]([CH:37]([CH3:38])[CH3:39])[O:40][c:41]1[c:42]([CH:43]=[O:44])[cH:45][cH:46][cH:47][cH:48]1.[CH3:2][O:3][CH2:4][P+:5]([c:6]1[cH:7][cH:8][cH:9][cH:10][cH:11]1)([c:12]1[cH:13][cH:14][cH:15][cH:16][cH:17]1)[c:18]1[cH:19][cH:20][cH:21][cH:22][cH:23]1.[CH3:59][CH2:60][CH2:61][CH2:62][CH2:63][CH3:64].[CH3:66][CH2:67][O:68][C:69](=[O:70])[CH3:71].[CH:24]([NH:25][CH:26]([CH3:27])[CH3:28])([CH3:29])[CH3:30].[Cl-:1].[O:54]1[CH2:55][CH2:56][CH2:57][CH2:58]1.[O:72]1[CH2:73][CH2:74][O:75][CH2:76][CH2:77]1.[OH2:65].[S:49](=[O:50])(=[O:51])([OH:52])[OH:53]>>[CH:2](=[O:3])[CH2:43][c:42]1[c:41]([O:40][CH2:36][CH:37]([CH3:38])[CH3:39])[cH:48][cH:47][cH:46][cH:45]1. Reactants: CC(O)COCc1ccccc1, Cc1ccccc1, Cc1ccc(S(=O)(=O)Cl)cc1, c1ccncc1. Yields the product Cc1ccc(S(=O)(=O)OC(C)COCc2ccccc2)cc1. As a reaction SMILES: [CH2:1]([c:2]1[cH:3][cH:4][cH:5][cH:6][cH:7]1)[O:8][CH2:9][CH:10]([CH3:11])[OH:12].[CH3:24][c:25]1[cH:26][cH:27][cH:28][cH:29][cH:30]1.[c:13]1([CH3:23])[cH:14][cH:15][c:16]([S:19](=[O:20])(=[O:21])[Cl:22])[cH:17][cH:18]1.[cH:31]1[cH:32][cH:33][n:34][cH:35][cH:36]1>>[CH2:1]([c:2]1[cH:3][cH:4][cH:5][cH:6][cH:7]1)[O:8][CH2:9][CH:10]([CH3:11])[O:12][S:19]([c:16]1[cH:15][cH:14][c:13]([CH3:23])[cH:18][cH:17]1)(=[O:20])=[O:21]. Reactants: CC(=O)O, CCOC(=O)C(=NOCc1ccc(Cl)cc1Cl)C(C)=O, O=S(=O)(Cl)Cl. The product is CCOC(=O)C(=NOCc1ccc(Cl)cc1Cl)C(=O)CCl. Reaction SMILES: [CH3:26][C:27](=[O:28])[OH:29].[Cl:1][c:2]1[c:3]([CH2:4][O:5][N:6]=[C:7]([C:8](=[O:9])[O:10][CH2:11][CH3:12])[C:13]([CH3:14])=[O:15])[cH:16][cH:17][c:18]([Cl:20])[cH:19]1.[S:21]([Cl:22])(=[O:23])([Cl:24])=[O:25]>>[Cl:1][c:2]1[c:3]([CH2:4][O:5][N:6]=[C:7]([C:8](=[O:9])[O:10][CH2:11][CH3:12])[C:13]([CH2:14][Cl:24])=[O:15])[cH:16][cH:17][c:18]([Cl:20])[cH:19]1. The reactants are C1C(OCO1)CO (glycerol formal), C[Si](C)(C)[N-][Si](C)(C)C.[Li+] (lithium bis(trimethylsilyl)amide), C1(CC1)NC(=O)C1=C(C=2C(=NC(=C(C2C)Cl)S(=O)C)S1)N (3-amino-5-chloro-6-methanesulfinyl-4-methyl-thieno[2,3-b]pyridine-2-carboxylic acid cyclopropylamide). The solvent is C1CCOC1 (THF). Run at temperature 75 celsius, time 15 minute. Product: C1(CC1)NC(=O)C1=C(C=2C(=NC(=C(C2C)Cl)OCC2OCOC2)S1)N (3-Amino-5-chloro-6-([1,3]dioxolan-4-ylmethoxy)-4-methyl-thieno[2,3-b]pyridine-2-carboxylic acid cyclopropylamide). Yield: 50.8%. Reaction SMILES: [CH2:1]1[O:5][CH2:4][O:3][CH:2]1[CH2:6][OH:7].C[Si]([N-][Si](C)(C)C)(C)C.[Li+].[CH:18]1([NH:21][C:22]([C:24]2[S:37][C:27]3=[N:28][C:29](S(C)=O)=[C:30]([Cl:33])[C:31]([CH3:32])=[C:26]3[C:25]=2[NH2:38])=[O:23])[CH2:20][CH2:19]1>C1COCC1>[CH:18]1([NH:21][C:22]([C:24]2[S:37][C:27]3=[N:28][C:29]([O:7][CH2:6][CH:2]4[CH2:1][O:5][CH2:4][O:3]4)=[C:30]([Cl:33])[C:31]([CH3:32])=[C:26]3[C:25]=2[NH2:38])=[O:23])[CH2:20][CH2:19]1 |f:1.2|. Procedure: To a solution of glycerol formal (0.729 g, 7.0 mmol) in THF (3 ml) at room temperature is added dropwise a solution of lithium bis(trimethylsilyl)amide (1.0 M in hexanes)(3.50 ml, 3.50 mmol). The reaction mixture is stirred for 15 minutes and then is treated with 3-amino-5-chloro-6-methanesulfinyl-4-methyl-thieno[2,3-b]pyridine-2-carboxylic acid cyclopropylamide (0.345 g, 1.00 mmol). The reaction mixture is heated at 75° C. in a sealed tube for 1.5 hours, cooled to room temperature, and then que...